Task: describe an organic reaction: reactants, conditions, products, and yield. Dataset: the Open Reaction Database (ORD), a public repository of structured organic reaction records The reactants are ClC(c1ccccc1)(c1ccccc1)c1ccccc1, ClCCl, Cl, O=C(Nc1n[nH]c2ccc(Cc3cc(F)cc(F)c3)cc12)C(F)(F)F, C1CCC2=NCCCN2CC1. Yields the product O=C(Nc1nn(C(c2ccccc2)(c2ccccc2)c2ccccc2)c2ccc(Cc3cc(F)cc(F)c3)cc12)C(F)(F)F. Reaction SMILES: [C:26]([c:27]1[cH:28][cH:29][cH:30][cH:31][cH:32]1)([c:33]1[cH:34][cH:35][cH:36][cH:37][cH:38]1)([c:39]1[cH:40][cH:41][cH:42][cH:43][cH:44]1)[Cl:45].[Cl:58][CH2:59][Cl:60].[ClH:57].[F:1][c:2]1[cH:3][c:4]([CH2:5][c:6]2[cH:7][c:8]3[c:9]([NH:15][C:16]([C:17]([F:18])([F:19])[F:20])=[O:21])[n:10][nH:11][c:12]3[cH:13][cH:14]2)[cH:22][c:23]([F:25])[cH:24]1.[N:46]12[CH2:47][CH2:48][CH2:49][N:50]=[C:51]1[CH2:52][CH2:53][CH2:54][CH2:55][CH2:56]2>>[F:1][c:2]1[cH:3][c:4]([CH2:5][c:6]2[cH:7][c:8]3[c:9]([NH:15][C:16]([C:17]([F:18])([F:19])[F:20])=[O:21])[n:10][n:11]([C:26]([c:27]4[cH:28][cH:29][cH:30][cH:31][cH:32]4)([c:33]4[cH:34][cH:35][cH:36][cH:37][cH:38]4)[c:39]4[cH:40][cH:41][cH:42][cH:43][cH:44]4)[c:12]3[cH:13][cH:14]2)[cH:22][c:23]([F:25])[cH:24]1. Reactants: COC1=CC=C(C=C1)C=1SC=2C(N1)=C(C=CC2)C#N (2-(4-methoxyphenyl)benzo[d]thiazole-4-carbonitrile), O (water). Run in polyphosphoric acid. The product is COC1=CC=C(C=C1)C=1SC=2C(N1)=C(C=CC2)C(=O)N (2-(4-methoxyphenyl)benzo[d]thiazole-4-carboxamide). Reaction SMILES: [CH3:1][O:2][C:3]1[CH:8]=[CH:7][C:6]([C:9]2[S:10][C:11]3[C:12](=[C:14]([C:18]#[N:19])[CH:15]=[CH:16][CH:17]=3)[N:13]=2)=[CH:5][CH:4]=1.[OH2:20]>>[CH3:1][O:2][C:3]1[CH:4]=[CH:5][C:6]([C:9]2[S:10][C:11]3[C:12](=[C:14]([C:18]([NH2:19])=[O:20])[CH:15]=[CH:16][CH:17]=3)[N:13]=2)=[CH:7][CH:8]=1. Procedure details: A mixture of EXAMPLE 1D (0.8 g) in polyphosphoric acid (8 mL) was stirred at 100° C. for 3 hours. The mixture was cooled, treated with water and extracted with dichloromethane. The solid that precipitated out of the organic layer was filtered, washed with water and dried to afford the title compound. 1H NMR (DMSO-d6) δ 9.24 (s, 1H), 8.33 (d, J=7.9 Hz, 1H), 8.18-8.21 (m, 1H), 8.11-8.14 (m, 2H), 7.94 (s, 1H), 7.56 (t, J=7.9 Hz, 1H), 7.15-7.19 (m, 2H), 3.89 (s, 3H). The reactants are C[C@@H]1C[C@@H](C(N1)=O)CCC1(OCCO1)C (5(R)-methyl-3(S)-[2-(2-methyl-[1,3]dioxolan-2-yl)-ethyl]-pyrrolidin-2-one), C1CCOC1 (THF), C[Si](C)(C)[N-][Si](C)(C)C.[Na+] (NaN(TMS)2), BrCC(=O)OCC (ethyl bromoacetate). Solvent: CCOC(=O)C (EtOAc). Reaction conditions: temperature 0 celsius, time 20 minute. The product is C(C)OC(CN1C([C@H](C[C@H]1C)CCC1(OCCO1)C)=O)=O ({5(R)-methyl-3(S)-[2-(2-methyl-[1,3]dioxolan-2-yl)-ethyl]-2-oxo-pyrrolidin-1-yl}-acetic acid ethyl ester). Reaction SMILES: [CH3:1][C@H:2]1[NH:6][C:5](=[O:7])[C@@H:4]([CH2:8][CH2:9][C:10]2([CH3:15])[O:14][CH2:13][CH2:12][O:11]2)[CH2:3]1.C1COCC1.C[Si]([N-][Si](C)(C)C)(C)C.[Na+].Br[CH2:32][C:33]([O:35][CH2:36][CH3:37])=[O:34]>CCOC(C)=O>[CH2:36]([O:35][C:33](=[O:34])[CH2:32][N:6]1[C@H:2]([CH3:1])[CH2:3][C@H:4]([CH2:8][CH2:9][C:10]2([CH3:15])[O:14][CH2:13][CH2:12][O:11]2)[C:5]1=[O:7])[CH3:37] |f:2.3|. Procedure: To a stirred solution of 11-7 (355 mg, 1.67 mmol) and THF (10 mL) at −78° C. was added NaN(TMS)2 (1.83 mL, 1.83 mmol, 1.0 M in THF). After 20 min, ethyl bromoacetate (0.203 mL, 1.84 mmol) was added and the reaction was warmed to 0° C. After 30 minutes, the reaction mixture was diluted with EtOAc and then washed with H2O, brine, dried (MgSO4), and concentrated to give 11-8 as a yellow oil. The product is CC1(OC2=CC=CC=C2[C@H](C1)O)C ((S)-2,2-dimethylchroman-4-ol). Reaction SMILES: [CH3:1][C:2]1([CH3:13])[CH2:11][C:10](=[O:12])[C:9]2[C:4](=[CH:5][CH:6]=[CH:7][CH:8]=2)[O:3]1>O.CC#N>[CH3:1][C:2]1([CH3:13])[CH2:11][C@H:10]([OH:12])[C:9]2[C:4](=[CH:5][CH:6]=[CH:7][CH:8]=2)[O:3]1 |f:1.2|. The reactants are CC1(OC2=CC=CC=C2C(C1)=O)C (2,2-dimethylchroman-4-one). Solvent: O.CC#N (H2O CH3CN). Procedure: The title compound was prepared from 2,2-dimethylchroman-4-one according to the method described in Example 2B. MS (LCMS) m/z 236 (M+H2O+CH3CN)+.